This data is from the Open Reaction Database (ORD), a public repository of structured organic reaction records. The task is: describe an organic reaction: reactants, conditions, products, and yield The reactants are CO, COC(=O)CC(=O)NCCCOc1cccc(CN2CCCCC2)c1, N. Yields the product NC(=O)CC(=O)NCCCOc1cccc(CN2CCCCC2)c1. As a reaction SMILES: [CH3:26][OH:27].[N:1]1([CH2:7][c:8]2[cH:9][c:10]([O:11][CH2:12][CH2:13][CH2:14][NH:15][C:16]([CH2:17][C:18](=[O:19])[O:20][CH3:21])=[O:22])[cH:23][cH:24][cH:25]2)[CH2:2][CH2:3][CH2:4][CH2:5][CH2:6]1.[NH3:28]>>[N:1]1([CH2:7][c:8]2[cH:9][c:10]([O:11][CH2:12][CH2:13][CH2:14][NH:15][C:16]([CH2:17][C:18](=[O:19])[NH2:28])=[O:22])[cH:23][cH:24][cH:25]2)[CH2:2][CH2:3][CH2:4][CH2:5][CH2:6]1. The reactants are C(C1=CC=C(C(=O)O)C=C1)(=O)O.C(C[*:2])[*:1] (polyethylene terephthalate), C(O)C1(COC(OC1)C(CO)(C)C)CC (5-methylol-5-ethyl-2-(1,1-dimethyl-2-hydroxyethyl)-1,3-dioxane), C(C1=CC=C(C(=O)OCCO)C=C1)(=O)OCCO (bis(β-hydroxyethyl) terephthalate), CC(CO)(C)C1OCC2(CO1)COC(OC2)C(CO)(C)C (3,9-bis(1,1-dimethyl-2-hydroxyethyl)-2,4,8,10-tetraoxaspiro[5.5]undecane). As a reaction SMILES: [C:1]([O:15]CCO)(=[O:14])[C:2]1[CH:13]=[CH:12][C:5]([C:6]([O:8]CCO)=[O:7])=[CH:4][CH:3]=1.CC(C1OCC2(COC(C(C)(C)CO)OC2)CO1)(C)CO.C(C1(CC)COC(C(C)(C)CO)OC1)O>C(O)CO>[C:1]([OH:15])(=[O:14])[C:2]1[CH:13]=[CH:12][C:5]([C:6]([OH:8])=[O:7])=[CH:4][CH:3]=1. The product is C(C1=CC=C(C(=O)O)C=C1)(=O)O (Terephthalic acid). Solvent: C(CO)O (ethylene glycol). Reported procedure: PTA; polyethylene terephthalate: PET; bis(β-hydroxyethyl) terephthalate: BHET; ethylene glycol: EG; 3,9-bis(1,1-dimethyl-2-hydroxyethyl)-2,4,8,10-tetraoxaspiro[5.5]undecane: SPG; 5-methylol-5-ethyl-2-(1,1-dimethyl-2-hydroxyethyl)-1,3-dioxane: DOG The reactants are O=C([O-])[O-], C1CCNCC1, CC1(C)OCC(CONC(=O)c2cc3ccncc3n2Cc2ccc(I)cc2F)O1, C#C[Si](C)(C)C, CCOC(C)=O, CO, [K+], [K+], CC(=O)[O-], CC(=O)[O-], [Pd+2], c1ccc(P(c2ccccc2)c2ccccc2)cc1. Reaction SMILES: [C:56](=[O:57])([O-:58])[O-:59].[CH2:62]1[CH2:63][CH2:64][NH:65][CH2:66][CH2:67]1.[CH3:1][C:2]1([CH3:30])[O:3][CH2:4][CH:5]([CH2:7][O:8][NH:9][C:10](=[O:11])[c:12]2[cH:13][c:14]3[c:15]([cH:16][n:17][cH:18][cH:19]3)[n:20]2[CH2:21][c:22]2[c:23]([F:29])[cH:24][c:25]([I:28])[cH:26][cH:27]2)[O:6]1.[CH3:31][Si:32]([CH3:33])([CH3:34])[C:35]#[CH:36].[CH3:68][CH2:69][O:70][C:71](=[O:72])[CH3:73].[CH3:74][OH:75].[K+:60].[K+:61].[O-:77][C:78]([CH3:79])=[O:80].[O-:81][C:82]([CH3:83])=[O:84].[Pd+2:76].[c:37]1([P:38]([c:39]2[cH:40][cH:41][cH:42][cH:43][cH:44]2)[c:45]2[cH:46][cH:47][cH:48][cH:49][cH:50]2)[cH:51][cH:52][cH:53][cH:54][cH:55]1>>[CH3:1][C:2]1([CH3:30])[O:3][CH2:4][CH:5]([CH2:7][O:8][NH:9][C:10](=[O:11])[c:12]2[cH:13][c:14]3[c:15]([cH:16][n:17][cH:18][cH:19]3)[n:20]2[CH2:21][c:22]2[c:23]([F:29])[cH:24][c:25]([C:35]#[CH:36])[cH:26][cH:27]2)[O:6]1. Yields the product C#Cc1ccc(Cn2c(C(=O)NOCC3COC(C)(C)O3)cc3ccncc32)c(F)c1. Reactants: CC(C)CCCC(C)C1CCC2C3CC=C4CC(N(CCCNC(=O)CCCCCNc5ccc([N+](=O)[O-])cc5[N+](=O)[O-])S(=O)(=O)c5ccccc5[N+](=O)[O-])CCC4(C)C3CCC12C, CN(C)C=O, [K+], [K+], O=C([O-])[O-], Sc1ccccc1. Product: CC(C)CCCC(C)C1CCC2C3CC=C4CC(NCCCNC(=O)CCCCCNc5ccc([N+](=O)[O-])cc5[N+](=O)[O-])CCC4(C)C3CCC12C. Reaction SMILES: [CH3:1][CH:2]([CH3:3])[CH2:4][CH2:5][CH2:6][CH:7]([CH3:8])[CH:9]1[CH2:10][CH2:11][CH:12]2[CH:13]3[CH2:14][CH:15]=[C:16]4[CH2:17][CH:18]([N:28]([CH2:29][CH2:30][CH2:31][NH:32][C:33]([CH2:34][CH2:35][CH2:36][CH2:37][CH2:38][NH:39][c:40]5[c:41]([N+:49](=[O:50])[O-:51])[cH:42][c:43]([N+:46](=[O:47])[O-:48])[cH:44][cH:45]5)=[O:52])[S:53]([c:54]5[cH:55][cH:56][cH:57][cH:58][c:59]5[N+:60]([O-:61])=[O:62])(=[O:63])=[O:64])[CH2:19][CH2:20][C:21]4([CH3:22])[CH:23]3[CH2:24][CH2:25][C:26]12[CH3:27].[CH3:78][N:79]([CH3:80])[CH:81]=[O:82].[K+:65].[K+:66].[O-:67][C:68]([O-:69])=[O:70].[SH:71][c:72]1[cH:73][cH:74][cH:75][cH:76][cH:77]1>>[CH3:1][CH:2]([CH3:3])[CH2:4][CH2:5][CH2:6][CH:7]([CH3:8])[CH:9]1[CH2:10][CH2:11][CH:12]2[CH:13]3[CH2:14][CH:15]=[C:16]4[CH2:17][CH:18]([NH:28][CH2:29][CH2:30][CH2:31][NH:32][C:33]([CH2:34][CH2:35][CH2:36][CH2:37][CH2:38][NH:39][c:40]5[c:41]([N+:49](=[O:50])[O-:51])[cH:42][c:43]([N+:46](=[O:47])[O-:48])[cH:44][cH:45]5)=[O:52])[CH2:19][CH2:20][C:21]4([CH3:22])[CH:23]3[CH2:24][CH2:25][C:26]12[CH3:27]. The reactants are C1(=CC=CC=C1)C1=C2C(=NC=3C=CC=CC13)C1=CC=CC=C1C2(O)C2=CC=CC=C2 (10,11-diphenyl-11H-indeno[1,2-b]quinolin-11-ol), C1=CC=CC=C1 (benzene), FC(S(=O)(=O)O)(F)F (trifluoromethanesulfonic acid). The solvent is ClCCl (dichloromethane). Yields the product C1(=CC=CC=C1)C1=C2C(=NC=3C=CC=CC13)C1=CC=CC=C1C2(C2=CC=CC=C2)C2=CC=CC=C2 (10,11,11-triphenyl-11H-indeno[1,2-b]quinoline). Isolated yield 25.2%. Reaction SMILES: [C:1]1([C:7]2[C:16]3[CH:15]=[CH:14][CH:13]=[CH:12][C:11]=3[N:10]=[C:9]3[C:17]4[C:22]([C:23]([C:25]5[CH:30]=[CH:29][CH:28]=[CH:27][CH:26]=5)(O)[C:8]=23)=[CH:21][CH:20]=[CH:19][CH:18]=4)[CH:6]=[CH:5][CH:4]=[CH:3][CH:2]=1.[CH:31]1[CH:36]=[CH:35][CH:34]=[CH:33][CH:32]=1.FC(F)(F)S(O)(=O)=O>ClCCl>[C:1]1([C:7]2[C:16]3[CH:15]=[CH:14][CH:13]=[CH:12][C:11]=3[N:10]=[C:9]3[C:17]4[C:22]([C:23]([C:31]5[CH:36]=[CH:35][CH:34]=[CH:33][CH:32]=5)([C:25]5[CH:30]=[CH:29][CH:28]=[CH:27][CH:26]=5)[C:8]=23)=[CH:21][CH:20]=[CH:19][CH:18]=4)[CH:6]=[CH:5][CH:4]=[CH:3][CH:2]=1. Procedure: In all embodiment, the starting material 10,11-diphenyl-11H-indeno[1,2-b]quinolin-11-ol (385 mg, 2.50 mmol) and benzene (1430 mg, 18.31 mmol) are placed in a round bottom flask and then dissolved in 10 ml of dichloromethane. Subsequently, trifluoromethanesulfonic acid (0.09 ml, 1.10 mmol) is slowly dripped into the flask to promote reaction. After 12 hours of reaction at 140° C., the crude product is extracted with 50 ml of Ethyl acetate and sodium bicarbonate for three times. Finally, an organi... The reactants are S(=O)(Cl)Cl (Thionyl chloride), CO (methanol), COC1=CC=C(C=C1)CCC(=O)O (3-(4-methoxyphenyl) propionic acid). Product: COC1=CC=C(C=C1)CCC(=O)OC (methyl 3-(4-methoxyphenyl)propionate). RXN SMILES: S(Cl)(Cl)=O.[CH3:5][O:6][C:7]1[CH:12]=[CH:11][C:10]([CH2:13][CH2:14][C:15]([OH:17])=[O:16])=[CH:9][CH:8]=1.[CH3:18]O>>[CH3:5][O:6][C:7]1[CH:8]=[CH:9][C:10]([CH2:13][CH2:14][C:15]([O:17][CH3:18])=[O:16])=[CH:11][CH:12]=1. Reported procedure: Thionyl chloride (3.1 ml, 42.5 mmol) was added slowly to methanol (30 ml) with stirring under cooling with a Dry Ice/methanol bath. After allowing the reaction to warm to room temperature, 3-(4-methoxyphenyl) propionic acid (5 g, 27.7 mmol) was added and stirred for an additional 1 hour. The solvent was removed in vacuo and the residue was dissolved in ethyl acetate. The solution was washed twice with a saturated aqueous solution of sodium bicarbonate, then once with a saturated aqueous solution... The reactants are CNC(=O)CCN1N=C(C2=CC=CC=C12)C1=CC=CC=C1 (1-N-Monomethylcarbamoylethyl-3-phenylindazole), CCOCC (ether), [OH-].[Na+] (sodium hydroxide), [H-].[Al+3].[Li+].[H-].[H-].[H-] (lithium aluminum hydride). Solvent: O1CCCC1 (tetrahydrofuran). Product: CNCCCN1N=C(C2=CC=CC=C12)C1=CC=CC=C1 (1-N-monomethylaminopropyl-3-phenylindazole). Isolated yield 2.5%. As a reaction SMILES: [CH3:1][NH:2][C:3]([CH2:5][CH2:6][N:7]1[C:15]2[C:10](=[CH:11][CH:12]=[CH:13][CH:14]=2)[C:9]([C:16]2[CH:21]=[CH:20][CH:19]=[CH:18][CH:17]=2)=[N:8]1)=O.[H-].[Al+3].[Li+].[H-].[H-].[H-].CCOCC.[OH-].[Na+]>O1CCCC1>[CH3:1][NH:2][CH2:3][CH2:5][CH2:6][N:7]1[C:15]2[C:10](=[CH:11][CH:12]=[CH:13][CH:14]=2)[C:9]([C:16]2[CH:21]=[CH:20][CH:19]=[CH:18][CH:17]=2)=[N:8]1 |f:1.2.3.4.5.6,8.9|. Procedure: 1-N-Monomethylcarbamoylethyl-3-phenylindazole (m.p. 111°-112° C) (50 g) was dissolved in anhydrous tetrahydrofuran (40 ml) and to the solution was added lithium aluminum hydride (1.5 g) under cooling with ice followed by heating under reflux for 20 min. while stirring. Aqueous ether and aqueous sodium hydroxide solution were added to the resulting reaction mixture to separate an organic layer. 10% Hydrochloric acid was added to the organic layer to separate water layer. The water layer was alkal...